This data is from the Open Reaction Database (ORD), a public repository of structured organic reaction records. The task is: describe an organic reaction: reactants, conditions, products, and yield The reactants are [Br-], CC(C)C[Zn+], CN1CCCC1=O, CCOC(=O)c1cnc(Cl)c(C#N)c1. Product: CCOC(=O)c1cnc(CC(C)C)c(C#N)c1. RXN SMILES: [Br-:15].[CH2:16]([CH:17]([CH3:18])[CH3:19])[Zn+:20].[CH3:21][N:22]1[CH2:23][CH2:24][CH2:25][C:26]1=[O:27].[Cl:1][c:2]1[n:3][cH:4][c:5]([C:6](=[O:7])[O:8][CH2:9][CH3:10])[cH:11][c:12]1[C:13]#[N:14]>>[c:2]1([CH2:16][CH:17]([CH3:18])[CH3:19])[n:3][cH:4][c:5]([C:6](=[O:7])[O:8][CH2:9][CH3:10])[cH:11][c:12]1[C:13]#[N:14].